Dataset: the Open Reaction Database (ORD), a public repository of structured organic reaction records. Task: describe an organic reaction: reactants, conditions, products, and yield Starting materials: CN(C)CCCN, CN(C)c1ccncc1, C(=NC1CCCCC1)=NC1CCCCC1, O=C(O)c1ccc(-c2nnc(CSOCCOc3ccccc3)o2)cc1, On1nnc2ccccc21. Yields the product CN(C)CCCNC(=O)c1ccc(-c2nnc(CSOCCOc3ccccc3)o2)cc1. As a reaction SMILES: [CH3:37][N:38]([CH2:39][CH2:40][CH2:41][NH2:42])[CH3:43].[CH3:59][N:60]([CH3:61])[c:62]1[cH:63][cH:64][n:65][cH:66][cH:67]1.[CH:44]1([N:45]=[C:46]=[N:47][CH:48]2[CH2:49][CH2:50][CH2:51][CH2:52][CH2:53]2)[CH2:54][CH2:55][CH2:56][CH2:57][CH2:58]1.[O:1]([c:2]1[cH:3][cH:4][cH:5][cH:6][cH:7]1)[CH2:8][CH2:9][O:10][S:11][CH2:12][c:13]1[n:14][n:15][c:16](-[c:18]2[cH:19][cH:20][c:21]([C:22](=[O:23])[OH:24])[cH:25][cH:26]2)[o:17]1.[OH:27][n:28]1[c:29]2[cH:30][cH:31][cH:32][cH:33][c:34]2[n:35][n:36]1>>[O:1]([c:2]1[cH:3][cH:4][cH:5][cH:6][cH:7]1)[CH2:8][CH2:9][O:10][S:11][CH2:12][c:13]1[n:14][n:15][c:16](-[c:18]2[cH:19][cH:20][c:21]([C:22](=[O:24])[NH:42][CH2:41][CH2:40][CH2:39][N:38]([CH3:37])[CH3:43])[cH:25][cH:26]2)[o:17]1. Reactants: ClC1=CC=C(C=C1)N1C(CNCC1)C (1-(4-chlorophenyl)-2-methylpiperazine), [H][H] (hydrogen). Reagents/catalysts: [C].[Pd] (palladium carbon). Run in CO (methanol). The product is C1(=CC=CC=C1)N1C(CNCC1)C (1-Phenyl-2-methylpiperazine). The yield is 100.0%. RXN SMILES: Cl[C:2]1[CH:7]=[CH:6][C:5]([N:8]2[CH2:13][CH2:12][NH:11][CH2:10][CH:9]2[CH3:14])=[CH:4][CH:3]=1.[H][H]>CO.[C].[Pd]>[C:5]1([N:8]2[CH2:13][CH2:12][NH:11][CH2:10][CH:9]2[CH3:14])[CH:4]=[CH:3][CH:2]=[CH:7][CH:6]=1 |f:3.4|. Procedure: 1-(4-chlorophenyl)-2-methylpiperazine (300 mg, 1.4 mmol) was dissolved in methanol (3 ml), and the resulting solution was mixed with palladium carbon (150 mg) and stirred at a room temperature for 21 hours in an atmosphere of hydrogen. The reaction solution was filtered, and the thus obtained residue was thoroughly washed with ethanol. The washed solution and filtrate were combined, and the solvent was evaporated therefrom under a reduced pressure to obtain 260 mg of the title compound (1.4 mmol... Starting materials: Cl (hydrochloric acid), C(C)(=O)OCC (ethyl acetate), C(O)([O-])=O.[Na+] (sodium hydrogen carbonate), Br.C(C)OC(=O)[C@H](CCC1=CC=CC=C1)N[C@@H](C)C(=O)N(CC(=O)O)C1CC2=CC=CC=C2C1 (N-[1-(S)-ethoxycarbonyl-3-phenylpropyl]-L-alanyl-N-(indan-2-yl)glycine hydrobromide). Solvent: O (water). Product: Cl.C(C)OC(=O)[C@H](CCC1=CC=CC=C1)N[C@@H](C)C(=O)N(CC(=O)O)C1CC2=CC=CC=C2C1 (N-[1-(S)-ethoxycarbonyl-3-phenylpropyl]-L-alanyl-N-(indan-2-yl)glycine hydrochloride). As a reaction SMILES: C(OCC)(=O)C.C(=O)([O-])O.[Na+].Br.[CH2:13]([O:15][C:16]([C@@H:18]([NH:27][C@H:28]([C:30]([N:32]([CH:37]1[CH2:45][C:44]2[C:39](=[CH:40][CH:41]=[CH:42][CH:43]=2)[CH2:38]1)[CH2:33][C:34]([OH:36])=[O:35])=[O:31])[CH3:29])[CH2:19][CH2:20][C:21]1[CH:26]=[CH:25][CH:24]=[CH:23][CH:22]=1)=[O:17])[CH3:14].[ClH:46]>O>[ClH:46].[CH2:13]([O:15][C:16]([C@@H:18]([NH:27][C@H:28]([C:30]([N:32]([CH:37]1[CH2:38][C:39]2[C:44](=[CH:43][CH:42]=[CH:41][CH:40]=2)[CH2:45]1)[CH2:33][C:34]([OH:36])=[O:35])=[O:31])[CH3:29])[CH2:19][CH2:20][C:21]1[CH:22]=[CH:23][CH:24]=[CH:25][CH:26]=1)=[O:17])[CH3:14] |f:1.2,3.4,7.8|. Procedure: To a mixture of 500 ml of ethyl acetate, 33 g of sodium hydrogen carbonate and 500 ml of water is added 16.2 g of N-[1-(S)-ethoxycarbonyl-3-phenylpropyl]-L-alanyl-N-(indan-2-yl)glycine hydrobromide prepared by the procedure of Example 4. After stirring to complete dissolution, the solution was adjusted to pH 4 with 1N hydrochloric acid. The ethyl acetate layer is separated, washed with water, dried and, after addition of 20 ml of 7N ethanolic hydrochloric acid, concentrated under reduced pressur... The yield is 72.0%. Product: NC1=NC=C(C(=C1[N+](=O)[O-])N[C@H]1[C@@H](CCCC1)NS(=O)(=O)C)Cl (N-[(1R,2R)-2-(2-amino-5-chloro-3-nitro-pyridin-4-ylamino)-cyclohexyl]-methanesulfonamide). Procedure: In a similar fashion as for the synthesis of Compound A (X═Cl), 4,5-dichloro-3-nitro-pyridin-2-ylamine was reacted with N-((1R,2R)-2-amino-cyclohexyl)-methanesulfonamide to afford N-[(1R,2R)-2-(2-amino-5-chloro-3-nitro-pyridin-4-ylamino)-cyclohexyl]-methanesulfonamide (72%) which was subjected to hydrogenation with iron in acetic acid in a similar fashion as for Compound B to afford N-[(1R,2R)-2-(2,3-diamino-5-chloro-pyridin-4-ylamino)-cyclohexyl]-methanesulfonamide (66%). This latter material w... RXN SMILES: Cl[C:2]1[C:7]([Cl:8])=[CH:6][N:5]=[C:4]([NH2:9])[C:3]=1[N+:10]([O-:12])=[O:11].[NH2:13][C@@H:14]1[CH2:19][CH2:18][CH2:17][CH2:16][C@H:15]1[NH:20][S:21]([CH3:24])(=[O:23])=[O:22]>>[NH2:9][C:4]1[C:3]([N+:10]([O-:12])=[O:11])=[C:2]([NH:13][C@@H:14]2[CH2:19][CH2:18][CH2:17][CH2:16][C@H:15]2[NH:20][S:21]([CH3:24])(=[O:23])=[O:22])[C:7]([Cl:8])=[CH:6][N:5]=1. Reactants: Compound A, ClC1=C(C(=NC=C1Cl)N)[N+](=O)[O-] (4,5-dichloro-3-nitro-pyridin-2-ylamine), N[C@H]1[C@@H](CCCC1)NS(=O)(=O)C (N-((1R,2R)-2-amino-cyclohexyl)-methanesulfonamide).